Dataset: the Open Reaction Database (ORD), a public repository of structured organic reaction records. Task: describe an organic reaction: reactants, conditions, products, and yield Reactants: COC(=O)[C@@]12C(N(C[C@]2(CC1)COCC1=CC=CC=C1)[C@H](C)C1=CC=CC=C1)=O ((1S,5R)-5-benzyloxymethyl-2-oxo-3-[(1R)-1-phenylethyl]-3-azabicyclo[3.2.0]heptane-1-carboxylic acid methyl ester), O1CCCC1 (tetrahydrofuran), [H][H] (hydrogen). Reagents/catalysts: [C].[Pd] (palladium-carbon). The solvent is C(C)O (ethanol). Yields the product COC(=O)[C@@]12C(N(C[C@]2(CC1)CO)[C@H](C)C1=CC=CC=C1)=O ((1S,5R)-5-Hydroxymethyl-2-oxo-3-[(1R)-1-phenylethyl]-3-azabicyclo[3.2.0]heptane-1-carboxylic acid methyl ester). As a reaction SMILES: [CH3:1][O:2][C:3]([C@@:5]12[CH2:11][CH2:10][C@:9]1([CH2:12][O:13]CC1C=CC=CC=1)[CH2:8][N:7]([C@@H:21]([C:23]1[CH:28]=[CH:27][CH:26]=[CH:25][CH:24]=1)[CH3:22])[C:6]2=[O:29])=[O:4].O1CCCC1.[H][H]>[C].[Pd].C(O)C>[CH3:1][O:2][C:3]([C@@:5]12[CH2:11][CH2:10][C@:9]1([CH2:12][OH:13])[CH2:8][N:7]([C@@H:21]([C:23]1[CH:24]=[CH:25][CH:26]=[CH:27][CH:28]=1)[CH3:22])[C:6]2=[O:29])=[O:4] |f:3.4|. Reported procedure: A 10% palladium-carbon catalyst (50% wet, 200 mg) was added to a solution of (1S,5R)-5-benzyloxymethyl-2-oxo-3-[(1R)-1-phenylethyl]-3-azabicyclo[3.2.0]heptane-1-carboxylic acid methyl ester (1.82 g, 4.62 mmol) in ethanol (20 mL)-tetrahydrofuran (20 mL), and the mixture was stirred in a hydrogen atmosphere at 40° C. for 2.5 hours. After removing the catalyst by filtration, the filtrate was concentrated to give the title compound as colorless crystals.